describe an organic reaction: reactants, conditions, products, and yield From a dataset of the Open Reaction Database (ORD), a public repository of structured organic reaction records. Reactants: BrC=1C=NC=CC1\C=C/1\C(C2=CC(=C(C=C2C1)C)C)=O ((2E)-2-[(3-bromo-4-pyridyl)methylene]-5,6-dimethyl-indan-1-one). Reagents/catalysts: [Pt] (Pt/C). Product: BrC=1C=NC=CC1CC1C(C2=CC(=C(C=C2C1)C)C)=O (2-[(3-bromo-4-pyridyl)methyl]-5,6-dimethyl-indan-1-one). RXN SMILES: [Br:1][C:2]1[CH:3]=[N:4][CH:5]=[CH:6][C:7]=1/[CH:8]=[C:9]1/[C:10](=[O:20])[C:11]2[C:16]([CH2:17]/1)=[CH:15][C:14]([CH3:18])=[C:13]([CH3:19])[CH:12]=2>[Pt]>[Br:1][C:2]1[CH:3]=[N:4][CH:5]=[CH:6][C:7]=1[CH2:8][CH:9]1[CH2:17][C:16]2[C:11](=[CH:12][C:13]([CH3:19])=[C:14]([CH3:18])[CH:15]=2)[C:10]1=[O:20]. Reported procedure: The title compound 107 is prepared according to the procedure reported in Example 37.2 with compound 92 (0.44 g, 1.35 mmol) and Pt/C (5 wt % loading, 44 mg) as reactants. White solid. (Yield 0.39 g, 89%). Procedure: The compound is formed analogously to that described in Example 31, from 4.8 g of 1-methyl-7,8,9,10-tetrahydrothieno[3,2-e]pyrido[4,3-b]indole, 1.0 g of a dispersion of NaH and 2.4 ml of 3-dimethylaminopropyl chloride in dimethylformamide. Melting point: 92° C. The solvent is CN(C=O)C (dimethylformamide). Yields the product CN(CCCN1C2=C(C3=C4C(=CC=C13)SC=C4C)CNCC2)C (6-(3-Dimethylaminopropyl)-1-methyl-7,8,9,10-tetrahydrothieno[3,2-e]pyrido[4,3-b]indole). Reactants: CC1=CSC=2C1=C1C3=C(NC1=CC2)CCNC3 (1-methyl-7,8,9,10-tetrahydrothieno[3,2-e]pyrido[4,3-b]indole), [H-].[Na+] (NaH), CN(CCCCl)C (3-dimethylaminopropyl chloride). As a reaction SMILES: [CH3:1][C:2]1[C:6]2=[C:7]3[C:11](=[CH:12][CH:13]=[C:5]2[S:4][CH:3]=1)[NH:10][C:9]1[CH2:14][CH2:15][NH:16][CH2:17][C:8]3=1.[H-].[Na+].[CH3:20][N:21]([CH3:26])[CH2:22][CH2:23][CH2:24]Cl>CN(C)C=O>[CH3:20][N:21]([CH3:26])[CH2:22][CH2:23][CH2:24][N:10]1[C:11]2[C:7](=[C:6]3[C:2]([CH3:1])=[CH:3][S:4][C:5]3=[CH:13][CH:12]=2)[C:8]2[CH2:17][NH:16][CH2:15][CH2:14][C:9]1=2 |f:1.2|.